Dataset: the Open Reaction Database (ORD), a public repository of structured organic reaction records. Task: describe an organic reaction: reactants, conditions, products, and yield Starting materials: O=C([O-])[O-], C=CCBr, Cc1ccc(Oc2ccc(O)cc2)cc1, Cl, [K+], [K+], CN(C)C=O. Yields the product C=CCOc1ccc(Oc2ccc(C)cc2)cc1. Reaction SMILES: [C:16](=[O:17])([O-:18])[O-:19].[CH2:22]([CH:23]=[CH2:24])[Br:25].[CH3:1][c:2]1[cH:3][cH:4][c:5]([O:6][c:7]2[cH:8][cH:9][c:10]([OH:13])[cH:11][cH:12]2)[cH:14][cH:15]1.[ClH:26].[K+:20].[K+:21].[O:27]=[CH:28][N:29]([CH3:30])[CH3:31]>>[CH3:1][c:2]1[cH:3][cH:4][c:5]([O:6][c:7]2[cH:8][cH:9][c:10]([O:13][CH2:24][CH:23]=[CH2:22])[cH:11][cH:12]2)[cH:14][cH:15]1. Starting materials: C[Si](CCOCN1N=C(C2=C1C=1C=CSC1C2)C=2C=C(C=CC2)NC(C)=O)(C)C (N-{3-[4-(2-Trimethylsilanyl-ethoxymethyl)-4,7-dihydro-1-thia-4,5-diaza-cyclopenta[a]pentalen-6-yl]-phenyl}-acetamide), Cl (HCl). Solvent: CO (MeOH). Run at temperature 100 celsius. Product: Cl.S1C=2CC3=C(C2C=C1)NN=C3C=3C=C(C=CC3)N (3-(4,7-Dihydro-1-thia-4,5-diaza-cyclopenta[a]pentalen-6-yl)-phenylamine hydrochloride). Yield: 82.0%. As a reaction SMILES: C[Si](C)(C)CCOC[N:7]1[C:11]2[C:12]3[CH:13]=[CH:14][S:15][C:16]=3[CH2:17][C:10]=2[C:9]([C:18]2[CH:19]=[C:20]([NH:24]C(=O)C)[CH:21]=[CH:22][CH:23]=2)=[N:8]1.[ClH:30]>CO>[ClH:30].[S:15]1[CH:14]=[CH:13][C:12]2[C:11]3[NH:7][N:8]=[C:9]([C:18]4[CH:19]=[C:20]([NH2:24])[CH:21]=[CH:22][CH:23]=4)[C:10]=3[CH2:17][C:16]1=2 |f:3.4|. Reported procedure: N-{3-[4-(2-Trimethylsilanyl-ethoxymethyl)-4,7-dihydro-1-thia-4,5-diaza-cyclopenta[a]pentalen-6-yl]-phenyl}-acetamide (0.21 g, 0.5 mmol) was dissolved in MeOH and treated with concentrated HCl (0.16 mL, 5 mmol). The reaction mixture was heated at 100° C. for 4 hr. The solution was cooled to room temperature and the resultant precipitate was filtered, washed with MeOH and concentrated under reduced pressure to provide the corresponding 3-(4,7-Dihydro-1-thia-4,5-diaza-cyclopenta[a]pentalen-6-yl)-ph... Reactants: II (iodine), BrC1=CC=C(C=C1)I (1-bromo-4-iodobenzene), resultant mixture, II (iodine), BrCCCCCCOCC1(COC1)CC (3-(6-bromohexyloxymethyl)-3-ethyloxetane), [NH4+].[Cl-] (NH4Cl). The reagents and catalysts are [Zn] (zinc), C1=CC=C(C=C1)P([C-]2C=CC=C2)C3=CC=CC=C3.C1=CC=C(C=C1)P([C-]2C=CC=C2)C3=CC=CC=C3.Cl[Pd]Cl.[Fe+2] (Pd(dppf)Cl2), [Zn] (zinc). The solvent is C1CCOC1 (THF), CC(=O)N(C)C (DMA). Run at time 10 minute. The product is BrC1=CC=C(C=C1)CCCCCCOCC1(COC1)CC (3-[6-(4-Bromophenyl)hexyloxymethyl]-3-ethyloxetane). Yield: 40.9%. RXN SMILES: II.Br[CH2:4][CH2:5][CH2:6][CH2:7][CH2:8][CH2:9][O:10][CH2:11][C:12]1([CH2:16][CH3:17])[CH2:15][O:14][CH2:13]1.[Br:18][C:19]1[CH:24]=[CH:23][C:22](I)=[CH:21][CH:20]=1.[NH4+].[Cl-]>CC(N(C)C)=O.[Zn].C1C=CC(P(C2C=CC=CC=2)[C-]2C=CC=C2)=CC=1.C1C=CC(P(C2C=CC=CC=2)[C-]2C=CC=C2)=CC=1.Cl[Pd]Cl.[Fe+2].C1COCC1>[Br:18][C:19]1[CH:24]=[CH:23][C:22]([CH2:4][CH2:5][CH2:6][CH2:7][CH2:8][CH2:9][O:10][CH2:11][C:12]2([CH2:16][CH3:17])[CH2:15][O:14][CH2:13]2)=[CH:21][CH:20]=1 |f:3.4,7.8.9.10|. Procedure details: To a mixture of zinc powder (1.80 g, 27.5 mmol) in anhydrous DMA (20 ml) is added iodine (0.5 g, 1.97 mmol). This mixture is stirred until the red color of iodine disappeared (ca. 2 min), followed by the addition of 3-(6-bromohexyloxymethyl)-3-ethyloxetane (5.0 g, 17.9 mmol) and the resultant mixture is stirred at 85° C. for 4.5 h, then cooled to room temperature. In another flask charged with anhydrous THF (30 ml) is added 1-bromo-4-iodobenzene (7.0 g, 24.74 mmol) and Pd(dppf)Cl2 (0.5 g, 0.61 m... Reactants: Cc1ccc(N(CC(=O)O)S(=O)(=O)c2ccc(C(C)(C)C)cc2)cc1, Cc1cccc(CNC2CC2)c1. The product is Cc1ccc(N(CC(=O)N(Cc2cccc(C)c2)C2CC2)S(=O)(=O)c2ccc(C(C)(C)C)cc2)cc1. RXN SMILES: [C:1]([CH3:2])([CH3:3])([CH3:4])[c:5]1[cH:6][cH:7][c:8]([S:11](=[O:12])(=[O:13])[N:14]([c:15]2[cH:16][cH:17][c:18]([CH3:21])[cH:19][cH:20]2)[CH2:22][C:23](=[O:24])[OH:25])[cH:9][cH:10]1.[CH:26]1([NH:29][CH2:30][c:31]2[cH:32][c:33]([CH3:37])[cH:34][cH:35][cH:36]2)[CH2:27][CH2:28]1>>[C:1]([CH3:2])([CH3:3])([CH3:4])[c:5]1[cH:6][cH:7][c:8]([S:11](=[O:12])(=[O:13])[N:14]([c:15]2[cH:16][cH:17][c:18]([CH3:21])[cH:19][cH:20]2)[CH2:22][C:23](=[O:24])[N:29]([CH:26]2[CH2:27][CH2:28]2)[CH2:30][c:31]2[cH:32][c:33]([CH3:37])[cH:34][cH:35][cH:36]2)[cH:9][cH:10]1. The reactants are C(C)(C)(C)[Si](C)(C)OC1=C(C=CC(=C1)OC)F (tert-butyl(2-fluoro-5-methoxyphenoxy)dimethylsilane), CN(CCN(CCN(C)C)C)C (N,N,N′,N″,N″-pentamethyldiethylenetriamine), C(CCC)[Li] (n-butyllithium), CN(C=O)C (N,N-dimethylformamide). The solvent is O (water), CCCCCCC (Heptane), O1CCCC1 (tetrahydrofuran), O1CCCC1 (tetrahydrofuran). Run at temperature -72 celsius, time 3 hour. Product: FC1=C(C=O)C=C(C=C1O)OC (2-fluoro-3-hydroxy-5-methoxybenzaldehyde). Isolated yield 80.8%. RXN SMILES: C([Si]([O:8][C:9]1[CH:14]=[C:13]([O:15][CH3:16])[CH:12]=[CH:11][C:10]=1[F:17])(C)C)(C)(C)C.CN(C)CCN(C)CCN(C)C.C([Li])CCC.CN(C)[CH:37]=[O:38]>O1CCCC1.CCCCCCC.O>[F:17][C:10]1[C:9]([OH:8])=[CH:14][C:13]([O:15][CH3:16])=[CH:12][C:11]=1[CH:37]=[O:38]. Procedure details: To a flask, tert-butyl(2-fluoro-5-methoxyphenoxy)dimethylsilane (6.00 g, 23 mmol), N,N,N′,N″,N″-pentamethyldiethylenetriamine (4.87 g, 28 mmol), and tetrahydrofuran (48.0 mL) were added, and the resulting mixture was cooled to −72° C. under nitrogen atmosphere. To the solution, n-butyllithium (10.2 mL, 28 mmol, 2.76 M, in hexane) was added dropwise, and the resulting mixture was stirred at −56° C. for 3 hours. To the solution, a solution of N,N-dimethylformamide (3.42 g, 47 mmol) in tetrahydrofu... Starting materials: C1CCOC1, CO, O=C1COc2cc([N+](=O)[O-])ccc2N1. The product is O=[N+]([O-])c1ccc2c(c1)OCCN2. Reaction SMILES: [CH2:17]1[O:18][CH2:19][CH2:20][CH2:21]1.[CH3:15][OH:16].[N+:1](=[O:2])([O-:3])[c:4]1[cH:5][cH:6][c:7]2[c:8]([cH:14]1)[O:9][CH2:10][C:11](=[O:13])[NH:12]2>>[N+:1](=[O:2])([O-:3])[c:4]1[cH:5][cH:6][c:7]2[c:8]([cH:14]1)[O:9][CH2:10][CH2:11][NH:12]2.